Dataset: the Open Reaction Database (ORD), a public repository of structured organic reaction records. Task: describe an organic reaction: reactants, conditions, products, and yield The reactants are ClC1=C(C=C(C=C1)C(F)(F)F)C12CC1C(NC2=O)=O (1-(p-chloro-α,α,α-trifluoro-m-tolyl)cyclopropanedicarboximide), [OH-].[Na+] (sodium hydroxide), COCCO[AlH2-]OCCOC.[Na+] (Vitride), [H-] (hydride). Run in CCOCC (ether), C1=CC=CC=C1 (benzene). The product is Cl.ClC1=C(C=C(C=C1)C(F)(F)F)C12CNCC2C1 (1-(p-chloro-α,α,α-trifluoro-m-tolyl)-3-azabicyclo[3.1.0]hexane hydrochloride). As a reaction SMILES: [Cl:1][C:2]1[CH:7]=[CH:6][C:5]([C:8]([F:11])([F:10])[F:9])=[CH:4][C:3]=1[C:12]12[C:17](=O)[NH:16][C:15](=O)[CH:14]1[CH2:13]2.COCCO[AlH2-]OCCOC.[Na+].[H-].[OH-].[Na+]>CCOCC.C1C=CC=CC=1>[ClH:1].[Cl:1][C:2]1[CH:7]=[CH:6][C:5]([C:8]([F:11])([F:10])[F:9])=[CH:4][C:3]=1[C:12]12[CH2:13][CH:14]1[CH2:15][NH:16][CH2:17]2 |f:1.2,4.5,8.9|. Procedure: To a solution of 0.28 g. of 1-(p-chloro-α,α,α-trifluoro-m-tolyl)cyclopropanedicarboximide in 10 ml. of benzene is added one ml. of Vitride®. This is refluxed for one hour, cooled to ambient temperature, and the excess hydride reagent is decomposed with one ml. of 10 N sodium hydroxide. The benzene layer is washed with water, dried over magnesium sulfate and evaporated under reduced pressure to give an amber-colored oil. This is dissolved in ether and dry hydrogen chloride is bubbled into the sol... Reactants: [BH4-], C1CCNCC1, COc1ccc(C=O)c(OC)c1, CO, CC(Cl)Cl, Nc1nccs1, [Na+]. Product: COc1ccc(CNc2nccs2)c(OC)c1. As a reaction SMILES: [BH4-:25].[CH2:19]1[CH2:20][CH2:21][NH:22][CH2:23][CH2:24]1.[CH3:1][O:2][c:3]1[c:4]([CH:5]=[O:6])[cH:7][cH:8][c:9]([O:11][CH3:12])[cH:10]1.[CH3:31][OH:32].[Cl:27][CH:28]([Cl:29])[CH3:30].[NH2:13][c:14]1[s:15][cH:16][cH:17][n:18]1.[Na+:26]>>[CH3:1][O:2][c:3]1[c:4]([CH2:5][NH:13][c:14]2[s:15][cH:16][cH:17][n:18]2)[cH:7][cH:8][c:9]([O:11][CH3:12])[cH:10]1. Reactants: C1(=CC=CS1)C(=O)Cl (2-thenoyl chloride), CO (methanol), S1C=C(C=C1)C=1OCC(N1)(C)C (2-(3-thienyl)-4,4-dimethyloxazoline), C(C)(CC)[Li] (s-butyllithium). Solvent: O1CCCC1 (tetrahydrofuran), CCOCC (ether). Reaction conditions: time 1 hour. The product is C1(=CC=CS1)C(=O)C=1SC=CC1C=1OCC(N1)(C)C (2-(2-thenoyl)-3-(4,4-dimethyl-2-oxazoline-2-yl)thiophene). Yield: 87.1%. As a reaction SMILES: [S:1]1[CH:5]=[CH:4][C:3]([C:6]2[O:7][CH2:8][C:9]([CH3:12])([CH3:11])[N:10]=2)=[CH:2]1.C([Li])(CC)C.[C:18]1([C:23](Cl)=[O:24])[S:22][CH:21]=[CH:20][CH:19]=1.CO>CCOCC.O1CCCC1>[C:18]1([C:23]([C:2]2[S:1][CH:5]=[CH:4][C:3]=2[C:6]2[O:7][CH2:8][C:9]([CH3:12])([CH3:11])[N:10]=2)=[O:24])[S:22][CH:21]=[CH:20][CH:19]=1. Procedure: 2.0 g of 2-(3-thienyl)-4,4-dimethyloxazoline was dissolved in 50 ml of ether, and 10 ml of s-butyllithium (1.3M, cyclohexane solution) was added dropwise thereto at -70° C. The solution was stirred for 1 hour. The reaction solution was added dropwise to a solution of 2.4 g of 2-thenoyl chloride in 50 ml of tetrahydrofuran at -78° C., and the solution was stirred for 30 minutes. Thereafter, 1 ml of methanol was added to the solution, and the reaction solution was concentrated. After adding water ... Starting materials: C1(=CC=CC=C1)C1CN(CCC1)CCC (3-phenyl-1-propyl-piperidine), [N+](=O)([O-])[O-].[K+] (KNO3), OS(=O)(=O)O (H2SO4). Conditions: time 30 minute. Yields the product [N+](=O)([O-])C1=CC=C(C=C1)C1CN(CCC1)CCC (3-(4-Nitro-phenyl)-1-propyl-piperidine). The yield is 106.1%. As a reaction SMILES: [C:1]1([CH:7]2[CH2:12][CH2:11][CH2:10][N:9]([CH2:13][CH2:14][CH3:15])[CH2:8]2)[CH:6]=[CH:5][CH:4]=[CH:3][CH:2]=1.[N+:16]([O-])([O-:18])=[O:17].[K+].OS(O)(=O)=O>>[N+:16]([C:4]1[CH:5]=[CH:6][C:1]([CH:7]2[CH2:12][CH2:11][CH2:10][N:9]([CH2:13][CH2:14][CH3:15])[CH2:8]2)=[CH:2][CH:3]=1)([O-:18])=[O:17] |f:1.2|. Procedure details: To ice cooled 3-phenyl-1-propyl-piperidine (4.6 g, 19.73 mmol) and KNO3 (2.254 g, 22.29 mmol) was added concentrated H2SO4. The reaction mixture was allowed to warm to room temperature and stirred for another 30 minutes. To the reaction mixture was added cautiously ice and subsequently the pH was adjusted to 9-10. The aqueous phase was extracted several times with ethyl acetate. The organic phases was dried over magnesium sulfate, filtered, and evaporated to dryness to yield the crude product (5... Starting materials: ClC=C(CCl)Cl (1,2,3-trichloro-1-propene), ClC=1C(NN=CC1Cl)=O (4,5-dichloro-3(2H)-pyridazinone), C([O-])([O-])=O.[K+].[K+] (potassium carbonate), CN(C=O)C (N,N-dimethylformamide). Run in O (water). Run at time 10 minute. The product is ClC=1C(N(N=CC1Cl)CC(=CCl)Cl)=O (4,5-dichloro-2-(2,3-dichloro-2-propenyl)-3(2H)-pyridazinone). Yield: 33.5%. As a reaction SMILES: [Cl:1][C:2]1[C:3](=[O:9])[NH:4][N:5]=[CH:6][C:7]=1[Cl:8].C(=O)([O-])[O-].[K+].[K+].CN(C)C=O.[Cl:21][CH:22]=[C:23]([Cl:26])[CH2:24]Cl>O>[Cl:1][C:2]1[C:3](=[O:9])[N:4]([CH2:24][C:23]([Cl:26])=[CH:22][Cl:21])[N:5]=[CH:6][C:7]=1[Cl:8] |f:1.2.3|. Procedure: To a mixture of 10.8 g of 4,5-dichloro-3(2H)-pyridazinone and 9.5 g of anhydrous potassium carbonate were added 65 ml of N,N-dimethylformamide and stirred for 10 minutes at room temperature. Then, 10.0 g of 1,2,3-trichloro-1-propene (mixture of E-from and Z-form) were added to the mixture solution and were stirred for 6 hours at 40° C. The solution was poured into a large quantity of water and extracted with benzene, and freed of solvent by distillation under reduced pressure to give 6.0 g of th... Starting materials: C1=2C(=O)OC(NC1=CC=CC2)=O (isatoic anhydride), N1=CC=CC=C1 (pyridine). Run at temperature 45 celsius. Product: 42, CC1=NC2=C(C(O1)=O)C=CC=C2 (2-methyl-4H-3,1-benzoxazine-4-one). The yield is 86.0%. RXN SMILES: [C:1]12[C:7](=[CH:8][CH:9]=[CH:10][CH:11]=1)[NH:6][C:5](=O)[O:4][C:2]2=[O:3].N1C=CC=C[CH:14]=1>>[CH3:14][C:5]1[O:4][C:2](=[O:3])[C:1]2[CH:11]=[CH:10][CH:9]=[CH:8][C:7]=2[N:6]=1. Reported procedure: The isatoic anhydride and pyridine were combined in a round bottomed, 3-necked flask equipped with a mechanical stirrer, thermometer, reflux condenser, dropping funnel and drying tube. The isatoic anhydride suspension was heated to 45° C and the acetic anhydride was added over a period of 30 minutes. Carbon dioxide evolution occurred during the addition of the acetic anhydride. The reaction mixture was heated to 90° C for 1.5 hours. The evolution of carbon dioxide stopped. The reaction mixture w... The reactants are OC[C@H]1CN[C@@H]2CC3=CNC4=CC=CC([C@]2(C1)OC)=C34 (8β-hydroxymethyl-10α-methoxy-ergoline), C([O-])([O-])=O.[K+].[K+] (potassium carbonate), BrCCO (2-bromoethanol). The solvent is CN(C=O)C (dimethylformamide). The product is OCCN1C[C@@H](C[C@@]2(C=3C=CC=C4NC=C(C[C@@H]12)C34)OC)CO (6-(2-Hydroxy)ethyl-8β-hydroxymethyl-10α-methoxy-ergoline). As a reaction SMILES: [OH:1][CH2:2][C@@H:3]1[CH2:17][C@@:16]2([O:18][CH3:19])[C@@H:6]([CH2:7][C:8]3[C:20]4[C:11](=[CH:12][CH:13]=[CH:14][C:15]2=4)[NH:10][CH:9]=3)[NH:5][CH2:4]1.C(=O)([O-])[O-].[K+].[K+].Br[CH2:28][CH2:29][OH:30]>CN(C)C=O>[OH:30][CH2:29][CH2:28][N:5]1[C@H:6]2[C@@:16]([O:18][CH3:19])([C:15]3[CH:14]=[CH:13][CH:12]=[C:11]4[C:20]=3[C:8]([CH2:7]2)=[CH:9][NH:10]4)[CH2:17][C@@H:3]([CH2:2][OH:1])[CH2:4]1 |f:1.2.3|. Reported procedure: To a stirred solution of 3 g of 8β-hydroxymethyl-10α-methoxy-ergoline, 3 g of potassium carbonate in 25 ml of dimethylformamide was added 1.3 g of 2-bromoethanol. The reactants are CC(C)(C)C1=NC(=NC(=C1OCOCCOC)C(C)(C)C)C (4,6-Bis(1,1-dimethylethyl)-5-[(2-methoxyethoxy)methoxy]-2-methyl-pyrimidine), [Cl-].[NH4+] (ammonium chloride), [Na] (Sodium), N(=O)OCCC(C)C (isoamyl nitrite). Solvent: O1CCCC1 (tetrahydrofuran), N (ammonia), N (ammonia). Conditions: time 10 minute. Product: CC(C)(C)C1=NC(=NC(=C1OCOCCOC)C(C)(C)C)C=NO (4,6-bis(1,1-dimethylethyl)-5-[(2-methoxyethoxy)methoxy]-2-pyrimidinecarboxaldehyde oxime). Isolated yield 21.3%. As a reaction SMILES: [Na].[CH3:2][C:3]([C:6]1[C:11]([O:12][CH2:13][O:14][CH2:15][CH2:16][O:17][CH3:18])=[C:10]([C:19]([CH3:22])([CH3:21])[CH3:20])[N:9]=[C:8]([CH3:23])[N:7]=1)([CH3:5])[CH3:4].[N:24](OCCC(C)C)=[O:25].[Cl-].[NH4+]>N.O1CCCC1>[CH3:5][C:3]([C:6]1[C:11]([O:12][CH2:13][O:14][CH2:15][CH2:16][O:17][CH3:18])=[C:10]([C:19]([CH3:22])([CH3:21])[CH3:20])[N:9]=[C:8]([CH:23]=[N:24][OH:25])[N:7]=1)([CH3:2])[CH3:4] |f:3.4,^1:0|. Procedure details: Sodium metal (0.28 g, 12.6 moles) is dissolved in 50 mL of freshly distilled ammonia at reflux under argon. The reaction mixture is stirred at reflux until the solution turns light gray. 4,6-Bis(1,1-dimethylethyl)-5-[(2-methoxyethoxy)methoxy]-2-methyl-pyrimidine(3.0 g, 9.7 mmoles ) is dissolved in 20 mL of tetrahydrofuran and added to the reaction. After 10 minutes, isoamyl nitrite (2.3 g, 19.3 mmoles) is added, and the reaction mixture is stirred at reflux for 2 hours. It is quenched by the add... Isolated yield 29.4%. RXN SMILES: [CH3:1][O:2][CH2:3][CH2:4][CH2:5][CH2:6][C:7]1[N:11]([C:12]2[CH:17]=[CH:16][CH:15]=[CH:14][CH:13]=2)[C:10]([CH3:18])=[N:9][C:8]=1[C:19]([O:21]C)=[O:20].O.[OH-].[Li+]>CO.O>[CH3:1][O:2][CH2:3][CH2:4][CH2:5][CH2:6][C:7]1[N:11]([C:12]2[CH:13]=[CH:14][CH:15]=[CH:16][CH:17]=2)[C:10]([CH3:18])=[N:9][C:8]=1[C:19]([OH:21])=[O:20] |f:1.2.3|. Yields the product COCCCCC1=C(N=C(N1C1=CC=CC=C1)C)C(=O)O (5-(4-methoxybutyl)-2-methyl-1-phenyl-1H-imidazole-4-carboxylic acid). Reported procedure: Methyl 5-(4-methoxybutyl)-2-methyl-1-phenyl-1H-imidazole-4-carboxylate (3.85 g) was dissolved in methanol (26 ml)-water (24 ml), lithium hydroxide monohydrate (800 mg) was added and the mixture was heated under reflux for 2 hr. After cooling to room temperature, the reaction mixture was concentrated under reduced pressure. The residue was adjusted to pH=7 with 1M hydrochloric acid, subjected to DIAION HP-20 (manufactured by Mitsubishi Chemical), washed with water and a fraction eluted with aceto... Starting materials: COCCCCC1=C(N=C(N1C1=CC=CC=C1)C)C(=O)OC (Methyl 5-(4-methoxybutyl)-2-methyl-1-phenyl-1H-imidazole-4-carboxylate), O.[OH-].[Li+] (lithium hydroxide monohydrate). The solvent is CO (methanol), O (water). Reactants: O1C(OCC1)C1=CC=2C(CCC(C2C=C1C(C=1SC=CC1)O)(C)C)(C)C (2-(1,3-dioxolan-2-yl)-3-[1-hydroxy-1-(thiophene-2-yl)methyl]-5,5,8,8-tetramethyl-5,6,7,8-tetrahydronaphthalene). The reagents and catalysts are [Pd] (Pd/C). Run in C(C)(=O)OCC (ethyl acetate). Reaction conditions: time 4 hour. Product: C(=O)C1=CC=2C(CCC(C2C=C1CC=1SC=CC1)(C)C)(C)C (2-formyl-3-[(thiophene-2-yl)methyl]-5,5,8,8-tetramethyl-5,6,7,8-tetrahydronaphthalene). Yield: 62.0%. RXN SMILES: [O:1]1CCO[CH:2]1[C:6]1[C:15]([CH:16](O)[C:17]2[S:18][CH:19]=[CH:20][CH:21]=2)=[CH:14][C:13]2[C:12]([CH3:24])([CH3:23])[CH2:11][CH2:10][C:9]([CH3:26])([CH3:25])[C:8]=2[CH:7]=1>C(OCC)(=O)C.[Pd]>[CH:2]([C:6]1[C:15]([CH2:16][C:17]2[S:18][CH:19]=[CH:20][CH:21]=2)=[CH:14][C:13]2[C:12]([CH3:24])([CH3:23])[CH2:11][CH2:10][C:9]([CH3:26])([CH3:25])[C:8]=2[CH:7]=1)=[O:1]. Reported procedure: The alcohol prepared above was dissolved in 7 mL of ethyl acetate and 75 mg of 10% Pd/C was added and the reaction mixture stirred under a hydrogen atmosphere for about 4 hours. The reaction mixture was filtered through Celite and concentrated in vacuo. The resulting residue was purified by preparative thin layer chromatography (10% ethyl acetate/hexane) to give 2-formyl-3-[(thiophene-2-yl)methyl]-5,5,8,8-tetramethyl-5,6,7,8-tetrahydronaphthalene (94 mg, 62%) directly.